Dataset: the Open Reaction Database (ORD), a public repository of structured organic reaction records. Task: describe an organic reaction: reactants, conditions, products, and yield Reactants: ClCCCOC1=CC(=C(C(=O)O)C=C1)F (4-(3-chloropropoxy)-2-fluorobenzoic acid), S(=O)(Cl)Cl (thionyl chloride). The product is ClCCCOC1=CC(=C(C(=O)Cl)C=C1)F (4-(3-chloropropoxy)-2-fluorobenzoyl chloride). RXN SMILES: [Cl:1][CH2:2][CH2:3][CH2:4][O:5][C:6]1[CH:14]=[CH:13][C:9]([C:10](O)=[O:11])=[C:8]([F:15])[CH:7]=1.S(Cl)([Cl:18])=O>>[Cl:1][CH2:2][CH2:3][CH2:4][O:5][C:6]1[CH:14]=[CH:13][C:9]([C:10]([Cl:18])=[O:11])=[C:8]([F:15])[CH:7]=1. Reported procedure: 4-(3-chloropropoxy)-2-fluorobenzoic acid i78 (0.68 g, 2.92 mmol, 1 eq) is refluxed in thionyl chloride (4.27 ml, 57.46 mmol, 20 eq) for 3 hours. The mixture is then concentrated under reduced pressure to give 0.73 g of crude 4-(3-chloropropoxy)-2-fluorobenzoyl chloride i80, which is used in the next step without purification. Reactants: N1(C=NC=C1)CC1=CC2=C(N(C(=N2)O)C)C=C1 (5-(1H-imidazol-1-ylmethyl)-1-methyl-1H-benzimidazol-2-ol), [H-].[Na+] (sodium hydride), ClCC1=CC=CC=C1 ((chloromethyl)benzene). The solvent is CN(C=O)C (N,N-dimethylformamide). Reaction conditions: temperature 50 celsius, time 30 minute. Yields the product N1(C=NC=C1)CC1=CC2=C(N(C(N2CC2=CC=CC=C2)=O)C)C=C1 (1,3-dihydro-5-(1H-imidazol-1-ylmethyl)-1-methyl-3-(phenylmethyl)-2H-benzimidazol-2-one). The yield is 78.5%. Reaction SMILES: [N:1]1([CH2:6][C:7]2[CH:17]=[CH:16][C:10]3[N:11]([CH3:15])[C:12]([OH:14])=[N:13][C:9]=3[CH:8]=2)[CH:5]=[CH:4][N:3]=[CH:2]1.[H-].[Na+].Cl[CH2:21][C:22]1[CH:27]=[CH:26][CH:25]=[CH:24][CH:23]=1>CN(C)C=O>[N:1]1([CH2:6][C:7]2[CH:17]=[CH:16][C:10]3[N:11]([CH3:15])[C:12](=[O:14])[N:13]([CH2:21][C:22]4[CH:27]=[CH:26][CH:25]=[CH:24][CH:23]=4)[C:9]=3[CH:8]=2)[CH:5]=[CH:4][N:3]=[CH:2]1 |f:1.2|. Procedure details: A mixture of 4.5 parts of 5-(1H-imidazol-1-ylmethyl)-1-methyl-1H-benzimidazol-2-ol, 0.46 parts of a sodium hydride dispersion 50% and 56 parts of N,N-dimethylformamide was stirred for 30 minutes at 50° C. After the addition of 2.53 parts of (chloromethyl)benzene, the solution was stirred for 2 hours at 50° C. The N,N-dimethylformamide layer was evaporated in vacuo. The residue was diluted with water and the product was extracted with dichloromethane. The extract was dried, filtered and evaporate... Reactants: [Br-], C=CCC1(C(=O)OC)C(=O)Nc2ccccc2CC1c1ccc(OC)cc1, CN(C)C=O, [Li+], O. Product: C=CCC1C(=O)Nc2ccccc2CC1c1ccc(OC)cc1. As a reaction SMILES: [Br-:29].[CH3:1][O:2][C:3](=[O:4])[C:5]1([CH2:25][CH:26]=[CH2:27])[C:6](=[O:24])[NH:7][c:8]2[c:9]([cH:20][cH:21][cH:22][cH:23]2)[CH2:10][CH:11]1[c:12]1[cH:13][cH:14][c:15]([O:18][CH3:19])[cH:16][cH:17]1.[CH3:30][N:31]([CH3:32])[CH:33]=[O:34].[Li+:28].[OH2:35]>>[CH:5]1([CH2:25][CH:26]=[CH2:27])[C:6](=[O:24])[NH:7][c:8]2[c:9]([cH:20][cH:21][cH:22][cH:23]2)[CH2:10][CH:11]1[c:12]1[cH:13][cH:14][c:15]([O:18][CH3:19])[cH:16][cH:17]1. Starting materials: C(C1=CC=CC=C1)C=1N=NC2=C(C=CC=C2C1C=1C=C(C=CC1)N)Cl ([3-(3-benzyl-8-chlorocinnolin-4-yl)phenyl]amine), CN1C(=CC2=CC=CC=C12)C=O (1-methyl-1H-indole-2-carbaldehyde). Product: C(C1=CC=CC=C1)C=1N=NC2=C(C=CC=C2C1C=1C=C(C=CC1)NCC=1N(C2=CC=CC=C2C1)C)Cl ([3-(3-Benzyl-8-chlorocinnolin-4-yl)phenyl][(1-methyl-1H-indol-2-yl)methyl]amine). RXN SMILES: [CH2:1]([C:8]1[N:9]=[N:10][C:11]2[C:16]([C:17]=1[C:18]1[CH:19]=[C:20]([NH2:24])[CH:21]=[CH:22][CH:23]=1)=[CH:15][CH:14]=[CH:13][C:12]=2[Cl:25])[C:2]1[CH:7]=[CH:6][CH:5]=[CH:4][CH:3]=1.[CH3:26][N:27]1[C:35]2[C:30](=[CH:31][CH:32]=[CH:33][CH:34]=2)[CH:29]=[C:28]1[CH:36]=O>>[CH2:1]([C:8]1[N:9]=[N:10][C:11]2[C:16]([C:17]=1[C:18]1[CH:19]=[C:20]([NH:24][CH2:36][C:28]3[N:27]([CH3:26])[C:35]4[C:30]([CH:29]=3)=[CH:31][CH:32]=[CH:33][CH:34]=4)[CH:21]=[CH:22][CH:23]=1)=[CH:15][CH:14]=[CH:13][C:12]=2[Cl:25])[C:2]1[CH:7]=[CH:6][CH:5]=[CH:4][CH:3]=1. Reported procedure: The title compound was prepared from [3-(3-benzyl-8-chlorocinnolin-4-yl)phenyl]amine and 1-methyl-1H-indole-2-carbaldehyde according to the procedure of Step 5 Example 6. MS (ES) m/z 489.1. Reactants: ClC1=NC=NC2=CC(=C(C=C12)OCCOC)OCCOC (4-Chloro-6,7-bis(2-methoxyethoxy)quinazoline), C(#C)C=1C=CC(=C(N)C1)F (5-ethynyl-2-fluoroaniline). Run in C(C)(C)O (isopropanol). Yields the product C(#C)C=1C=CC(=C(C1)NC1=NC=NC2=CC(=C(C=C12)OCCOC)OCCOC)F (N-(5-ethynyl-2-fluorophenyl)-6,7-bis(2-methoxyethoxy)quinazolin-4-amine). Yield: 63.1%. RXN SMILES: Cl[C:2]1[C:11]2[C:6](=[CH:7][C:8]([O:17][CH2:18][CH2:19][O:20][CH3:21])=[C:9]([O:12][CH2:13][CH2:14][O:15][CH3:16])[CH:10]=2)[N:5]=[CH:4][N:3]=1.[C:22]([C:24]1[CH:25]=[CH:26][C:27]([F:31])=[C:28]([CH:30]=1)[NH2:29])#[CH:23]>C(O)(C)C>[C:22]([C:24]1[CH:25]=[CH:26][C:27]([F:31])=[C:28]([NH:29][C:2]2[C:11]3[C:6](=[CH:7][C:8]([O:17][CH2:18][CH2:19][O:20][CH3:21])=[C:9]([O:12][CH2:13][CH2:14][O:15][CH3:16])[CH:10]=3)[N:5]=[CH:4][N:3]=2)[CH:30]=1)#[CH:23]. Procedure details: 4-Chloro-6,7-bis(2-methoxyethoxy)quinazoline (140 mg, 0.447 mmol) and 5-ethynyl-2-fluoroaniline (66 mg, 0.489 mmol) were reacted in refluxing isopropanol (3 mL) overnight under an atmosphere of N2. The solvent was removed by rotary evaporation and the residue was dissolved in CHCl3 and then treated with saturated aqueous NaHCO3. The organic layer was separated and washed with brine, dried over Na2SO4, filtered and concentrated in vacuo. The crude product was chromatographed on silica using 40% a... RXN SMILES: [CH3:1][N:2]1[CH:6]=[CH:5][N:4]=[C:3]1[S:7][C:8]1[CH:13]=[CH:12][C:11]([N+:14]([O-])=O)=[CH:10][CH:9]=1.[Cl-].[Ca+2].[Cl-]>C(O)C>[NH2:14][C:11]1[CH:10]=[CH:9][C:8]([S:7][C:3]2[N:2]([CH3:1])[CH:6]=[CH:5][N:4]=2)=[CH:13][CH:12]=1 |f:1.2.3|. Product: NC1=CC=C(C=C1)SC=1N(C=CN1)C (2-[(4-aminophenyl)thio]-1-methylimidazole). Run at temperature 105 celsius, time 6 hour. The solvent is C(C)O (ethanol). Isolated yield 83.7%. Starting materials: CN1C(=NC=C1)SC1=CC=C(C=C1)[N+](=O)[O-] (1-methyl-2-[(4-nitrophenyl)thio]imidazole), reduced iron, [Cl-].[Ca+2].[Cl-] (calcium chloride), aqueous solution. Procedure details: 1-methyl-2-[(4-nitrophenyl)thio]imidazole (6.0 g), reduced iron (7.12 g) and calcium chloride (1.42 g) were added to 85% aqueous solution of ethanol (100 ml), and the mixture was stirred for 6 hours at 105° C. under nitrogen atmosphere. The mixture was allowed to be at room temperature, the insolubles were filtered off, and the solvent was distilled off under reduced pressure. To the obtained residue was added water and the mixture extracted with ethyl acetate twice. The organic layer was dried ... Reactants: CCOC(=O)c1cn(C2CC2)c2c(F)c(OC3CCN(C(=O)OC(C)(C)C)C3)c(F)cc2c1=O, [Na+], C1CCOC1, [OH-]. Product: CC(C)(C)OC(=O)N1CCC(Oc2c(F)cc3c(=O)c(C(=O)O)cn(C4CC4)c3c2F)C1. RXN SMILES: [C:1]([CH3:2])([CH3:3])([CH3:4])[O:5][C:6](=[O:7])[N:8]1[CH2:9][CH:10]([O:13][c:14]2[c:15]([F:34])[cH:16][c:17]3[c:18](=[O:33])[c:19]([C:28](=[O:29])[O:30][CH2:31][CH3:32])[cH:20][n:21]([CH:25]4[CH2:26][CH2:27]4)[c:22]3[c:23]2[F:24])[CH2:11][CH2:12]1.[Na+:36].[O:37]1[CH2:38][CH2:39][CH2:40][CH2:41]1.[OH-:35]>>[C:1]([CH3:2])([CH3:3])([CH3:4])[O:5][C:6](=[O:7])[N:8]1[CH2:9][CH:10]([O:13][c:14]2[c:15]([F:34])[cH:16][c:17]3[c:18](=[O:33])[c:19]([C:28](=[O:29])[OH:30])[cH:20][n:21]([CH:25]4[CH2:26][CH2:27]4)[c:22]3[c:23]2[F:24])[CH2:11][CH2:12]1.